From a dataset of the Open Reaction Database (ORD), a public repository of structured organic reaction records. describe an organic reaction: reactants, conditions, products, and yield Starting materials: COC(=O)[C@]1(N(CC[C@H]1O[Si](C)(C)C(C)(C)C)C(=O)OC(C)(C)C)C ((2S,3R)-3-(tert-Butyldimethylsilanyloxy)-2-methylpyrrolidine-1,2-dicarboxylic acid 1-tert-butyl ester-2-methyl ester), solution, [Li+].[B-](CC)(CC)CC (Super-Hydride). The solvent is C1CCOC1 (THF), C1CCOC1 (THF). Reaction conditions: time 10 minute. Yields the product C(C)(C)(C)OC(=O)N1[C@]([C@@H](CC1)O[Si](C)(C)C(C)(C)C)(C)CO ((2R,3R)-3-(tert-Butyldimethylsilanyloxy)-2-hydroxymethyl-2-methylpyrrolidine-1-carboxylic acid tert-butyl ester). The yield is 53.9%. As a reaction SMILES: C[O:2][C:3]([C@:5]1([CH3:25])[C@H:9]([O:10][Si:11]([C:14]([CH3:17])([CH3:16])[CH3:15])([CH3:13])[CH3:12])[CH2:8][CH2:7][N:6]1[C:18]([O:20][C:21]([CH3:24])([CH3:23])[CH3:22])=[O:19])=O.[Li+].[B-](CC)(CC)CC>C1COCC1>[C:21]([O:20][C:18]([N:6]1[CH2:7][CH2:8][C@@H:9]([O:10][Si:11]([C:14]([CH3:17])([CH3:16])[CH3:15])([CH3:13])[CH3:12])[C@:5]1([CH2:3][OH:2])[CH3:25])=[O:19])([CH3:24])([CH3:23])[CH3:22] |f:1.2,^1:26|. Procedure details: To a solution of (2S,3R)-3-(tert-Butyldimethylsilanyloxy)-2-methylpyrrolidine-1,2-dicarboxylic acid 1-tert-butyl ester-2-methyl ester (58A) (1.08 g, 2.90 mmol) in THF (12 mL) at −78° C. was added a 1 M solution of Super-Hydride® in THF (14.50 mL, 14.50 mmol) in three portions over 15 min. After 10 min, the cold bath was removed and the reaction was allowed to warm to rt and was stirred for 18 h. The reaction was cooled again to −78° C. and more Super-Hydride® (7 mL) was added. After stirring an ... The solvent is C(C)O (ethanol). Isolated yield 58.3%. Procedure details: A mixture of 1-(2-fluoro-5-nitro-phenyl)ethanone (7.3 g) and 5% Pt(S)/C (730 mg) in ethanol (50 mL) was hydrogenated at 50 psi for 20 hours. The reaction mixture was filtered through Celite and the filtrate was concentrated in vacuo. The residue was purified by silica gel flash chromatography (33% ethyl acetate in hexane) to give the title compound as a solid (3.56 g). Reagents/catalysts: [Pt] (Pt(S)/C). As a reaction SMILES: [F:1][C:2]1[CH:7]=[CH:6][C:5]([N+:8]([O-])=O)=[CH:4][C:3]=1[C:11](=[O:13])[CH3:12]>C(O)C.[Pt]>[NH2:8][C:5]1[CH:6]=[CH:7][C:2]([F:1])=[C:3]([C:11](=[O:13])[CH3:12])[CH:4]=1. Reaction conditions: time 20 hour. Yields the product NC=1C=CC(=C(C1)C(C)=O)F (1-(5-Amino-2-fluoro-phenyl)ethanone). The reactants are FC1=C(C=C(C=C1)[N+](=O)[O-])C(C)=O (1-(2-fluoro-5-nitro-phenyl)ethanone). Starting materials: C(C)(=O)O[C@H]1[C@@H](O[C@@H]([C@H]([C@@H]1OC(C)=O)OC(C)=O)COC(C)=O)OC1=NNC(=C1CC1=C(C=C(C=C1)\C=C\CC(=O)O)Cl)C(C)C (3-(2,3,4,6-tetra-O-acetyl-β-D-glucopyranosyloxy)-4-({4-[(1E)-3-carboxyprop-1-enyl]-2-chlorophenyl}methyl)-5-isopropyl-1H-pyrazole), NC(C(=O)N1CCN(CC1)C(=O)OCC1=CC=CC=C1)(C)C (1-(2-amino-2-methylpropionyl)-4-(benzyloxycarbonyl)piperazine), C(C1=CC=CC=C1)N1CCNCC1 (1-benzyl-piperazine). The product is ClC1=C(C=CC(=C1)CCCC(NC(C)(C)C(=O)N1CCNCC1)=O)CC=1C(=NNC1C(C)C)O[C@H]1[C@H](O)[C@@H](O)[C@H](O)[C@H](O1)CO (4-{[2-Chloro-4-(3-{1-[(piperazin-1-yl)carbonyl]-1-(methyl)-ethylcarbamoyl}propyl)phenyl]methyl}-3-(β-D-glucopyranosyl-oxy)-5-isopropyl-1H-pyrazole). RXN SMILES: C([O:4][C@@H:5]1[C@@H:10]([O:11]C(=O)C)[C@H:9]([O:15]C(=O)C)[C@@H:8]([CH2:19][O:20]C(=O)C)[O:7][C@H:6]1[O:24][C:25]1[C:29]([CH2:30][C:31]2[CH:36]=[CH:35][C:34](/[CH:37]=[CH:38]/[CH2:39][C:40](O)=[O:41])=[CH:33][C:32]=2[Cl:43])=[C:28]([CH:44]([CH3:46])[CH3:45])[NH:27][N:26]=1)(=O)C.[NH2:47][C:48]([CH3:68])([CH3:67])[C:49]([N:51]1[CH2:56][CH2:55][N:54](C(OCC2C=CC=CC=2)=O)[CH2:53][CH2:52]1)=[O:50].C(N1CCNCC1)C1C=CC=CC=1>>[Cl:43][C:32]1[CH:33]=[C:34]([CH2:37][CH2:38][CH2:39][C:40](=[O:41])[NH:47][C:48]([C:49]([N:51]2[CH2:52][CH2:53][NH:54][CH2:55][CH2:56]2)=[O:50])([CH3:68])[CH3:67])[CH:35]=[CH:36][C:31]=1[CH2:30][C:29]1[C:25]([O:24][C@@H:6]2[O:7][C@H:8]([CH2:19][OH:20])[C@@H:9]([OH:15])[C@H:10]([OH:11])[C@H:5]2[OH:4])=[N:26][NH:27][C:28]=1[CH:44]([CH3:46])[CH3:45]. Reported procedure: The title compound was prepared in a similar manner to that described in Example 99 using 3-(2,3,4,6-tetra-O-acetyl-β-D-glucopyranosyloxy)-4-({4-[(1E)-3-carboxyprop-1-enyl]-2-chlorophenyl}methyl)-5-isopropyl-1H-pyrazole and 1-(2-amino-2-methylpropionyl)-4-(benzyloxycarbonyl)piperazine instead of 3-(2,3,4,6-tetra-O-acetyl-β-D-glucopyranosyloxy)-4-[(4-{2-[1-carboxy-1-(methyl)ethylcarbamoyl]ethoxy}-2-methyl-phenyl)methyl]-5-isopropyl-1H-pyrazole and 1-benzyl-piperazine, respectively. Starting materials: FC(C=1C=C(C=C(C1)C(F)(F)F)C(=O)N1C[C@H]([C@H](CC1)C1=CC=C(C=C1)Cl)C1=CC=CC=C1)(F)F (rac-cis-(3,5-bis-trifluoromethyl-phenyl)-[4-(4-chloro-phenyl)-3-phenyl-piperidin-1-yl]-methanone), N1CCCC1 (pyrrolidine), C1(=C(C=CC=C1)P(C1CCCCC1)C1CCCCC1)C1=CC=CC=C1 (biphenyl-2-yl-dicyclohexyl-phosphane). Product: FC(C=1C=C(C=C(C1)C(F)(F)F)C(=O)N1C[C@H]([C@H](CC1)C1=CC=C(C=C1)N1CCCC1)C1=CC=CC=C1)(F)F (Rac-cis-(3,5-Bis-trifluoromethyl-phenyl)-[3-phenyl-4-(4-pyrrolidin-1-yl-phenyl)-piperidin-1-yl]-methanone). RXN SMILES: [F:1][C:2]([F:35])([F:34])[C:3]1[CH:4]=[C:5]([C:13]([N:15]2[CH2:20][CH2:19][C@H:18]([C:21]3[CH:26]=[CH:25][C:24](Cl)=[CH:23][CH:22]=3)[C@H:17]([C:28]3[CH:33]=[CH:32][CH:31]=[CH:30][CH:29]=3)[CH2:16]2)=[O:14])[CH:6]=[C:7]([C:9]([F:12])([F:11])[F:10])[CH:8]=1.[NH:36]1[CH2:40][CH2:39][CH2:38][CH2:37]1.C1(C2C=CC=CC=2)C=CC=CC=1P(C1CCCCC1)C1CCCCC1>>[F:1][C:2]([F:35])([F:34])[C:3]1[CH:4]=[C:5]([C:13]([N:15]2[CH2:20][CH2:19][C@H:18]([C:21]3[CH:26]=[CH:25][C:24]([N:36]4[CH2:40][CH2:39][CH2:38][CH2:37]4)=[CH:23][CH:22]=3)[C@H:17]([C:28]3[CH:33]=[CH:32][CH:31]=[CH:30][CH:29]=3)[CH2:16]2)=[O:14])[CH:6]=[C:7]([C:9]([F:12])([F:11])[F:10])[CH:8]=1. Reported procedure: The title compound, MS: m/e=547.2 (M+), was prepared in accordance with the general method of example 10 from rac-cis-(3,5-bis-trifluoromethyl-phenyl)-[4-(4-chloro-phenyl)-3-phenyl-piperidin-1-yl]-methanone, pyrrolidine and biphenyl-2-yl-dicyclohexyl-phosphane as ligand. Reactants: COC1=C2C(NC(=NC2=CC(=C1)OC)C1=CC=CC(=N1)N1CCN(CC1)CCC(=O)OC)=O (methyl 3-(4-(6-(5,7-dimethoxy-4-oxo-3,4-dihydroquinazolin-2-yl)pyridin-2-yl)piperazin-1-yl)propanoate), [OH-].[Li+] (lithium hydroxide). Solvent: C1CCOC1 (THF), O (water), CO (methanol). Conditions: time 2 hour. Yields the product COC1=C2C(NC(=NC2=CC(=C1)OC)C1=CC=CC(=N1)N1CCN(CC1)CCC(=O)O)=O (3-(4-(6-(5,7-dimethoxy-4-oxo-3,4-dihydroquinazolin-2-yl)pyridin-2-yl)piperazin-1-yl)propanoic acid). Isolated yield 82.7%. RXN SMILES: [CH3:1][O:2][C:3]1[CH:12]=[C:11]([O:13][CH3:14])[CH:10]=[C:9]2[C:4]=1[C:5](=[O:33])[NH:6][C:7]([C:15]1[N:20]=[C:19]([N:21]3[CH2:26][CH2:25][N:24]([CH2:27][CH2:28][C:29]([O:31]C)=[O:30])[CH2:23][CH2:22]3)[CH:18]=[CH:17][CH:16]=1)=[N:8]2.[OH-].[Li+]>C1COCC1.O.CO>[CH3:1][O:2][C:3]1[CH:12]=[C:11]([O:13][CH3:14])[CH:10]=[C:9]2[C:4]=1[C:5](=[O:33])[NH:6][C:7]([C:15]1[N:20]=[C:19]([N:21]3[CH2:22][CH2:23][N:24]([CH2:27][CH2:28][C:29]([OH:31])=[O:30])[CH2:25][CH2:26]3)[CH:18]=[CH:17][CH:16]=1)=[N:8]2 |f:1.2|. Procedure details: To a solution of methyl 3-(4-(6-(5,7-dimethoxy-4-oxo-3,4-dihydroquinazolin-2-yl)pyridin-2-yl)piperazin-1-yl)propanoate (0.200 g, 0.44 mmol) in THF (10 mL), water (5 mL) and methanol (3 mL) was added lithium hydroxide (0.053 g, 2.21 mmol). The reaction was stirred for 2 h at rt. After that time the reaction was concentrated under reduced pressure, diluted with water (5 mL) and acidified using 1N HCl to pH 4.5-5.0. The precipitated solids were collected by filtration, washed with water and dried u... Reported procedure: Following the general method as outlined in Example 22, starting from (2S,4EZ)-1-(tert-butoxycarbonyl)-4-(methoxyimino)-2-pyrrolidinecarboxylic acid, 2′-cyano[1,1′-biphenyl]-4-carboxylic acid, and (1RS)-2-amino-1-phenylethanol, the title compound was obtained in 86% purity by HPLC. MS(ESI+): m/z=483. RXN SMILES: C(O[C:6]([N:8]1[CH2:12][C:11](=[N:13][O:14][CH3:15])[CH2:10][C@H:9]1[C:16]([OH:18])=O)=[O:7])(C)(C)C.[C:19]([C:21]1[CH:26]=[CH:25][CH:24]=[CH:23][C:22]=1[C:27]1[CH:32]=[CH:31][C:30](C(O)=O)=[CH:29][CH:28]=1)#[N:20].[NH2:36][CH2:37][CH:38]([C:40]1[CH:45]=[CH:44][CH:43]=[CH:42][CH:41]=1)[OH:39]>>[C:19]([C:21]1[CH:26]=[CH:25][CH:24]=[CH:23][C:22]=1[C:27]1[CH:28]=[CH:29][C:30]([C:6]([N:8]2[CH2:12][C:11](=[N:13][O:14][CH3:15])[CH2:10][C@H:9]2[C:16]([NH:36][CH2:37][CH:38]([OH:39])[C:40]2[CH:45]=[CH:44][CH:43]=[CH:42][CH:41]=2)=[O:18])=[O:7])=[CH:31][CH:32]=1)#[N:20]. The reactants are C(C)(C)(C)OC(=O)N1[C@@H](CC(C1)=NOC)C(=O)O ((2S,4EZ)-1-(tert-butoxycarbonyl)-4-(methoxyimino)-2-pyrrolidinecarboxylic acid), C(#N)C1=C(C=CC=C1)C1=CC=C(C=C1)C(=O)O (2′-cyano[1,1′-biphenyl]-4-carboxylic acid), NCC(O)C1=CC=CC=C1 ((1RS)-2-amino-1-phenylethanol). The product is C(#N)C1=C(C=CC=C1)C1=CC=C(C=C1)C(=O)N1[C@@H](CC(C1)=NOC)C(=O)NCC(C1=CC=CC=C1)O ((2S,4EZ)-1-[(2′-cyano[1,1′-biphenyl]-4-yl)carbonyl]-N-[(2RS)-2-hydroxy-2-phenylethyl]-4-(methoxyimino)-2-pyrrolidinecarboxamide).